From a dataset of the Open Reaction Database (ORD), a public repository of structured organic reaction records. describe an organic reaction: reactants, conditions, products, and yield Starting materials: C(C)(C)(C)OC(=O)N1[C@H](C(=O)O)CC(C1)=C (1-(tert-butoxy-carbonyl)-4-methyleneproline), ClC1=CC(=CC(=C1)N=C=O)Cl (1,3-dichloro-5-isocyanatobenzene), N1=CC=CC2=CC(=CC=C12)N (6-quinolinamine). The product is ClC=1C=C(C=C(C1)Cl)NC(=O)N1[C@@H](CC(C1)=C)C(=O)NC=1C=C2C=CC=NC2=CC1 ((2S)-N1-(3,5-dichlorophenyl)-4-methylene-N2-(6-quinolinyl)-1,2-pyrrolidinedicar-boxamide). Reaction SMILES: C(O[C:6]([N:8]1[CH2:15][C:14](=[CH2:16])[CH2:13][C@H:9]1[C:10]([OH:12])=O)=[O:7])(C)(C)C.[Cl:17][C:18]1[CH:23]=[C:22]([N:24]=C=O)[CH:21]=[C:20]([Cl:27])[CH:19]=1.[N:28]1[C:37]2[C:32](=[CH:33][C:34]([NH2:38])=[CH:35][CH:36]=2)[CH:31]=[CH:30][CH:29]=1>>[Cl:17][C:18]1[CH:23]=[C:22]([NH:24][C:6]([N:8]2[CH2:15][C:14](=[CH2:16])[CH2:13][C@H:9]2[C:10]([NH:38][C:34]2[CH:33]=[C:32]3[C:37](=[CH:36][CH:35]=2)[N:28]=[CH:29][CH:30]=[CH:31]3)=[O:12])=[O:7])[CH:21]=[C:20]([Cl:27])[CH:19]=1. Reported procedure: Following the general method as outlined in Example 22, starting from 1-(tert-butoxy-carbonyl)-4-methyleneproline, 1,3-dichloro-5-isocyanatobenzene, and 6-quinolinamine the title compound was obtained in 65% purity by LC/MS. MS(ESI+): m/z=441.0. The reactants are NC1=NC2=C(C=3C=C(C=NC13)CCC1=C(C=C(C=C1)O)C)C=CC(=C2)C (4-(2-(5-amino-8-methylbenzo[f][1,7]naphthyridin-2-yl)ethyl)-3-methylphenol), BrCCOCCOCCCP(OCC)(OCC)=O (diethyl 3-(2-(2-bromoethoxy)ethoxy)propylphosphonate). Yields the product NC1=NC2=C(C=3C=C(C=NC13)CCC1=C(C=C(OCCOCCOCCCP(OCC)(OCC)=O)C=C1)C)C=CC(=C2)C (Diethyl 3-(2-(2-(4-(2-(5-amino-8-methylbenzo[f][1,7]naphthyridin-2-yl)ethyl)-3-methylphenoxy)ethoxy)ethoxy)propylphosphonate). Reaction SMILES: [NH2:1][C:2]1[C:11]2[N:10]=[CH:9][C:8]([CH2:12][CH2:13][C:14]3[CH:19]=[CH:18][C:17]([OH:20])=[CH:16][C:15]=3[CH3:21])=[CH:7][C:6]=2[C:5]2[CH:22]=[CH:23][C:24]([CH3:26])=[CH:25][C:4]=2[N:3]=1.Br[CH2:28][CH2:29][O:30][CH2:31][CH2:32][O:33][CH2:34][CH2:35][CH2:36][P:37](=[O:44])([O:41][CH2:42][CH3:43])[O:38][CH2:39][CH3:40]>>[NH2:1][C:2]1[C:11]2[N:10]=[CH:9][C:8]([CH2:12][CH2:13][C:14]3[CH:19]=[CH:18][C:17]([O:20][CH2:28][CH2:29][O:30][CH2:31][CH2:32][O:33][CH2:34][CH2:35][CH2:36][P:37](=[O:44])([O:41][CH2:42][CH3:43])[O:38][CH2:39][CH3:40])=[CH:16][C:15]=3[CH3:21])=[CH:7][C:6]=2[C:5]2[CH:22]=[CH:23][C:24]([CH3:26])=[CH:25][C:4]=2[N:3]=1. Reported procedure: Diethyl 3-(2-(2-(4-(2-(5-amino-8-methylbenzo[f][1,7]naphthyridin-2-yl)ethyl)-3-methylphenoxy)ethoxy)ethoxy)propylphosphonate was prepared from following the procedure described for Example 139, but using 4-(2-(5-amino-8-methylbenzo[f][1,7]naphthyridin-2-yl)ethyl)-3-methylphenol (from Example148) and diethyl 3-(2-(2-bromoethoxy)ethoxy)propylphosphonate. 1H NMR (Acetone-d6): δ 8.75 (s, 1H), 8.70 (s, 1H), 8.26 (d, 1H), 7.42 (s, 1H), 7.16 (d, 1H), 7.09 (d, 1H), 6.77 (s, 1H), 6.71 (d, 1H), 6.58 (br, ... The reactants are CC1(OCC(O1)C(=O)O)C (2,2-dimethyl-1,3-dioxolane-4-carboxylic acid), NC=1C=C(C=C(C1)N)[N+](=O)[O-] (3,5-diaminonitrobenzene), C1(CCCCC1)N=C=NC1CCCCC1 (dicyclohexylcarbodiimide). Solvent: C(Cl)Cl (methylene chloride), C(Cl)Cl (methylene chloride), N1=CC=CC=C1 (pyridine), C(C)(=O)OCC (ethyl acetate). Run at time 72 hour. Product: NC=1C=C(C=C(C1)[N+](=O)[O-])NC(=O)C1OC(OC1)(C)C (N-(3-amino-5-nitrophenyl)-2,2-dimethyl-1,3-dioxolane-4-carboxamide). Isolated yield 68.4%. Reaction SMILES: [CH3:1][C:2]1([CH3:10])[O:6][CH:5]([C:7]([OH:9])=O)[CH2:4][O:3]1.[NH2:11][C:12]1[CH:13]=[C:14]([N+:19]([O-:21])=[O:20])[CH:15]=[C:16]([NH2:18])[CH:17]=1.C1(N=C=NC2CCCCC2)CCCCC1>C(Cl)Cl.N1C=CC=CC=1.C(OCC)(=O)C>[NH2:18][C:16]1[CH:17]=[C:12]([NH:11][C:7]([CH:5]2[CH2:4][O:3][C:2]([CH3:1])([CH3:10])[O:6]2)=[O:9])[CH:13]=[C:14]([N+:19]([O-:21])=[O:20])[CH:15]=1. Reported procedure: To a solution of 0.5 g (2.9 mmole) of 2,2-dimethyl-1,3-dioxolane-4-carboxylic acid in 2 ml of methylene chloride, at 0° C., was added a solution of 0.216 g of 3,5-diaminonitrobenzene (1.3 mmole) in 2 ml of methylene chloride and 1 ml of pyridine, followed by 0.61 g (3.0 mmole) of dicyclohexylcarbodiimide. The mixture was stirred 72 hours, diluted with ethyl acetate, filtered and the filtrate evaporated to dryness in high vacuum. The residue was chromatographed over silica gel; elution with 9:1 c... Reactants: CC(C)O, CSc1cc(Cl)ncn1, NN, O. Yields the product CSc1cc(NN)ncn1. As a reaction SMILES: [CH3:13][CH:14]([OH:15])[CH3:16].[Cl:1][c:2]1[n:3][cH:4][n:5][c:6]([S:8][CH3:9])[cH:7]1.[NH2:11][NH2:12].[OH2:10]>>[c:2]1([NH:11][NH2:12])[n:3][cH:4][n:5][c:6]([S:8][CH3:9])[cH:7]1. The product is CC#CCn1c(N2CCN(C(=O)OC(C)(C)C)CC2)nc(C=O)c1C(=O)OCC. Reactants: CC#CCn1c(N2CCN(C(=O)OC(C)(C)C)CC2)nc(CO)c1C(=O)OCC, ClCCl. As a reaction SMILES: [CH2:1]([C:2]#[C:3][CH3:4])[n:5]1[c:6]([N:17]2[CH2:18][CH2:19][N:20]([C:23](=[O:24])[O:25][C:26]([CH3:27])([CH3:28])[CH3:29])[CH2:21][CH2:22]2)[n:7][c:8]([CH2:15][OH:16])[c:9]1[C:10](=[O:11])[O:12][CH2:13][CH3:14].[Cl:30][CH2:31][Cl:32]>>[CH2:1]([C:2]#[C:3][CH3:4])[n:5]1[c:6]([N:17]2[CH2:18][CH2:19][N:20]([C:23](=[O:24])[O:25][C:26]([CH3:27])([CH3:28])[CH3:29])[CH2:21][CH2:22]2)[n:7][c:8]([CH:15]=[O:16])[c:9]1[C:10](=[O:11])[O:12][CH2:13][CH3:14]. Reactants: C[S-], Cc1ccccc1, O=Cc1ccc(F)cc1F, [Na+]. Yields the product CSc1cc(F)ccc1C=O. As a reaction SMILES: [CH3:11][S-:12].[CH3:14][c:15]1[cH:16][cH:17][cH:18][cH:19][cH:20]1.[F:1][c:2]1[c:3]([CH:4]=[O:5])[cH:6][cH:7][c:8]([F:10])[cH:9]1.[Na+:13]>>[c:2]1([S:12][CH3:11])[c:3]([CH:4]=[O:5])[cH:6][cH:7][c:8]([F:10])[cH:9]1. The reactants are C(C)[SiH](CC)CC (triethylsilane), FC1=C(C=CC(=C1)Br)C1=CC=C(C=C1)C(CC)=O (2-fluoro-4-bromo-4'-propionylbiphenyl), C(O)([O-])=O.[Na+] (sodium hydrogencarbonate). The solvent is FC(C(=O)O)(F)F (trifluoroacetic acid), FC(C(=O)O)(F)F (trifluoroacetic acid). Conditions: time 30 minute. The product is FC1=C(C=CC(=C1)Br)C1=CC=C(C=C1)CCC (2-fluoro-4-bromo-4'-propylbiphenyl). Yield: 84.5%. As a reaction SMILES: [F:1][C:2]1[CH:7]=[C:6]([Br:8])[CH:5]=[CH:4][C:3]=1[C:9]1[CH:14]=[CH:13][C:12]([C:15](=O)[CH2:16][CH3:17])=[CH:11][CH:10]=1.C([SiH](CC)CC)C.C(=O)([O-])O.[Na+]>FC(F)(F)C(O)=O>[F:1][C:2]1[CH:7]=[C:6]([Br:8])[CH:5]=[CH:4][C:3]=1[C:9]1[CH:14]=[CH:13][C:12]([CH2:15][CH2:16][CH3:17])=[CH:11][CH:10]=1 |f:2.3|. Reported procedure: 29 g of 2-fluoro-4-bromo-4'-propionylbiphenyl was dissolved in 72 ml of trifluoroacetic acid and stirred. 24 g of triethylsilane was dropwise added thereto at room temperature over a period of 30 minutes. After this was stirred for 2 hours, 900 ml of an aqueous saturated sodium hydrogencarbonate solution was dropwise added thereto so that the excess trifluoroacetic acid was decomposed. This was extracted with chloroform and then washed three times with water, and chloroform was removed by distil...